The task is: describe an organic reaction: reactants, conditions, products, and yield. This data is from the Open Reaction Database (ORD), a public repository of structured organic reaction records. Reactants: ClC1=CC=C(N(CCCl)C([C@@H]([C@H](C(=O)OC(C)(C)C)O)O)=O)C=C1 (tert-butyl (2R,3R)-4-[4-chloro-N-(2-chloroethyl)anilino]-2,3-dihydroxy-4-oxobutanoate), CN(C)C=O (DMF). Solvent: CC(C)(C)O.CS(=O)C (t-BuOH DMSO). Yields the product ClC1=CC=C(C=C1)N1C([C@H](OCC1)[C@H](C(=O)OC(C)(C)C)O)=O (tert-butyl (2R)-2-[(2R)-4-(4-chlorophenyl)-3-oxomorpholin-2-yl]-2-hydroxyacetate). The yield is 24.9%. Reaction SMILES: [Cl:1][C:2]1[CH:24]=[CH:23][C:5]([N:6]([C:10](=[O:22])[C@H:11]([OH:21])[C@@H:12]([OH:20])[C:13]([O:15][C:16]([CH3:19])([CH3:18])[CH3:17])=[O:14])[CH2:7][CH2:8]Cl)=[CH:4][CH:3]=1.CN(C=O)C>CC(O)(C)C.CS(C)=O>[Cl:1][C:2]1[CH:24]=[CH:23][C:5]([N:6]2[CH2:7][CH2:8][O:21][C@H:11]([C@@H:12]([OH:20])[C:13]([O:15][C:16]([CH3:19])([CH3:18])[CH3:17])=[O:14])[C:10]2=[O:22])=[CH:4][CH:3]=1 |f:2.3|. Procedure: According to the Step 7-5 in synthetic method for EXAMPLE 7, compound 60-4 (1.78 g) and DMF were used instead of 7-4 and t-BuOH-DMSO to obtain compound 60-5 (400 mg) as a pale yellow amorphous solid.